describe an organic reaction: reactants, conditions, products, and yield From a dataset of the Open Reaction Database (ORD), a public repository of structured organic reaction records. RXN SMILES: [NH2:1][C:2]1[CH:7]=[CH:6][C:5]([N:8]2[CH:13]=[CH:12][N:11]=[CH:10][C:9]2=[O:14])=[CH:4][C:3]=1[F:15].Cl[C:17]([O:19][C:20]1[CH:25]=[CH:24][C:23]([N+:26]([O-:28])=[O:27])=[CH:22][CH:21]=1)=[O:18]>>[N+:26]([C:23]1[CH:22]=[CH:21][C:20]([O:19][C:17](=[O:18])[NH:1][C:2]2[CH:7]=[CH:6][C:5]([N:8]3[CH:13]=[CH:12][N:11]=[CH:10][C:9]3=[O:14])=[CH:4][C:3]=2[F:15])=[CH:25][CH:24]=1)([O-:28])=[O:27]. Starting materials: NC1=C(C=C(C=C1)N1C(C=NC=C1)=O)F (1-(4-amino-3-fluoro-phenyl)-1H-pyrazin-2-one), ClC(=O)OC1=CC=C(C=C1)[N+](=O)[O-] (4-nitrophenyl chloroformate). Product: [N+](=O)([O-])C1=CC=C(C=C1)OC(NC1=C(C=C(C=C1)N1C(C=NC=C1)=O)F)=O ([2-fluoro-4-(2-oxo-2H-pyrazin-1-yl)-phenyl]-carbamic acid 4-nitro-phenyl ester). Reported procedure: 71.1 Using general method G, 1-(4-amino-3-fluoro-phenyl)-1H-pyrazin-2-one (prepared according to WO 2003045912) was activated with 4-nitrophenyl chloroformate to give [2-fluoro-4-(2-oxo-2H-pyrazin-1-yl)-phenyl]-carbamic acid 4-nitro-phenyl ester. Pale yellow solid. Starting materials: CC#N, COc1cc2cc[nH]c2cc1OCCCCl, Fc1ccc2c(C3CCNCC3)noc2c1, [K+], [K+], O=C([O-])[O-], O. Yields the product COc1cc2cc[nH]c2cc1OCCCN1CCC(c2noc3cc(F)ccc23)CC1. Reaction SMILES: [CH3:39][C:40]#[N:41].[Cl:17][CH2:18][CH2:19][CH2:20][O:21][c:22]1[c:23]([O:31][CH3:32])[cH:24][c:25]2[cH:26][cH:27][nH:28][c:29]2[cH:30]1.[F:1][c:2]1[cH:3][c:4]2[c:5]([c:6]([CH:9]3[CH2:10][CH2:11][NH:12][CH2:13][CH2:14]3)[n:7][o:8]2)[cH:15][cH:16]1.[K+:33].[K+:34].[O-:35][C:36]([O-:37])=[O:38].[OH2:42]>>[F:1][c:2]1[cH:3][c:4]2[c:5]([c:6]([CH:9]3[CH2:10][CH2:11][N:12]([CH2:18][CH2:19][CH2:20][O:21][c:22]4[c:23]([O:31][CH3:32])[cH:24][c:25]5[cH:26][cH:27][nH:28][c:29]5[cH:30]4)[CH2:13][CH2:14]3)[n:7][o:8]2)[cH:15][cH:16]1.